From a dataset of the Open Reaction Database (ORD), a public repository of structured organic reaction records. describe an organic reaction: reactants, conditions, products, and yield The reactants are Cl.BrC=1C=C(C=CC1)NN (3-bromophenylhydrazine hydrochloride), O1CCC=C1 (2,3-dihydrofuran). The solvent is C1CCOC1 (THF). Product: BrC=1C=C(C=CC1)NN=CCCCO (4-(3-Bromophenyhydrazono)-1-butanol). Isolated yield 99.6%. As a reaction SMILES: Cl.[Br:2][C:3]1[CH:4]=[C:5]([NH:9][NH2:10])[CH:6]=[CH:7][CH:8]=1.[O:11]1[CH:15]=[CH:14][CH2:13][CH2:12]1>C1COCC1>[Br:2][C:3]1[CH:4]=[C:5]([NH:9][N:10]=[CH:15][CH2:14][CH2:13][CH2:12][OH:11])[CH:6]=[CH:7][CH:8]=1 |f:0.1|. Procedure details: Under anhydrous conditions a solution of 3-bromophenylhydrazine hydrochloride (22.5 g, 100 mmol) and 2,3-dihydrofuran (7.55 ml, 100 mmol) in 200 ml of dry THF was stirred at ambient temperature for 3 h. The reaction mixture was partitioned between EtOAc and H2O. The organic phase was washed with H2O and brine. After drying (Na2 SO4), the solvent was evaporated to give 25.6 g of the product as a brown oil. The product was of suitable purity for use in the next step. Starting materials: CCOCC, O, COC(=O)CCCO, O=S(=O)(Cl)Cl, Cc1ccccc1, c1ccncc1. Yields the product COC(=O)CCCS(=O)(=O)c1ccc(C)cc1. Reaction SMILES: [CH3:28][CH2:29][O:30][CH2:31][CH3:32].[OH2:27].[OH:1][CH2:2][CH2:3][CH2:4][C:5](=[O:6])[O:7][CH3:8].[S:9](=[O:10])(=[O:11])([Cl:12])[Cl:13].[c:14]1([CH3:20])[cH:15][cH:16][cH:17][cH:18][cH:19]1.[cH:21]1[cH:22][cH:23][n:24][cH:25][cH:26]1>>[CH2:2]([CH2:3][CH2:4][C:5](=[O:6])[O:7][CH3:8])[S:9](=[O:10])(=[O:11])[c:17]1[cH:16][cH:15][c:14]([CH3:20])[cH:19][cH:18]1.